Dataset: the Open Reaction Database (ORD), a public repository of structured organic reaction records. Task: describe an organic reaction: reactants, conditions, products, and yield Starting materials: 117,1-{1-(3-chlorophenyl)-2-[4-(2-phenylethyl)piperazin-1-yl]ethyl}cyclohexanol dihydrochloride, Cl (HCl), ClC=1C=C(C=CC1)C(CN1CCNCC1)C1(CCCCC1)O (1-[1-(3-chlorophenyl)-2-piperazin-1-ylethyl]cyclohexanol), C1(=CC=CC=C1)CC=O (phenylacetaldehyde). Product: Cl.Cl.ClC=1C=C(C=CC1)C(CN1CCN(CC1)CCC1=CC=CC=C1)C1(CCCCC1)O (1-{1-(3-chlorophenyl)-2-[4-(2-phenylethyl)piperazin-1-yl]ethyl}cyclohexanol dihydrochloride). As a reaction SMILES: [Cl:1][C:2]1[CH:3]=[C:4]([CH:8]([C:16]2([OH:22])[CH2:21][CH2:20][CH2:19][CH2:18][CH2:17]2)[CH2:9][N:10]2[CH2:15][CH2:14][NH:13][CH2:12][CH2:11]2)[CH:5]=[CH:6][CH:7]=1.[C:23]1([CH2:29][CH:30]=O)[CH:28]=[CH:27][CH:26]=[CH:25][CH:24]=1.[ClH:32]>>[ClH:1].[ClH:32].[Cl:1][C:2]1[CH:3]=[C:4]([CH:8]([C:16]2([OH:22])[CH2:17][CH2:18][CH2:19][CH2:20][CH2:21]2)[CH2:9][N:10]2[CH2:15][CH2:14][N:13]([CH2:30][CH2:29][C:23]3[CH:28]=[CH:27][CH:26]=[CH:25][CH:24]=3)[CH2:12][CH2:11]2)[CH:5]=[CH:6][CH:7]=1 |f:3.4.5|. Procedure details: In an analogous manner to Example 117,1-{1-(3-chlorophenyl)-2-[4-(2-phenylethyl)piperazin-1-yl]ethyl}cyclohexanol dihydrochloride was prepared from 1-[1-(3-chlorophenyl)-2-piperazin-1-ylethyl]cyclohexanol (see Example 1) and phenylacetaldehyde. MS (ESI) m/z 427/429 ([M+H]+); HRMS: calcd for C26H35ClN2O.2.00 HCl, 498.1971; found (ESI), 427.2505. Starting materials: COC(=O)C(C)O, Cc1c(N(Cc2ccc(Oc3ccc(Cl)c(O)c3)cc2)Cc2ccc(F)cc2F)cccc1[N+](=O)[O-]. Product: COC(=O)C(C)Oc1cc(Oc2ccc(CN(Cc3ccc(F)cc3F)c3cccc([N+](=O)[O-])c3C)cc2)ccc1Cl. Reaction SMILES: [CH3:37][O:38][C:39]([CH:40]([OH:41])[CH3:42])=[O:43].[Cl:1][c:2]1[c:3]([OH:36])[cH:4][c:5]([O:8][c:9]2[cH:10][cH:11][c:12]([CH2:15][N:16]([c:17]3[c:18]([CH3:26])[c:19]([N+:23](=[O:24])[O-:25])[cH:20][cH:21][cH:22]3)[CH2:27][c:28]3[c:29]([F:35])[cH:30][c:31]([F:34])[cH:32][cH:33]3)[cH:13][cH:14]2)[cH:6][cH:7]1>>[Cl:1][c:2]1[c:3]([O:36][CH:40]([C:39]([O:38][CH3:37])=[O:43])[CH3:42])[cH:4][c:5]([O:8][c:9]2[cH:10][cH:11][c:12]([CH2:15][N:16]([c:17]3[c:18]([CH3:26])[c:19]([N+:23](=[O:24])[O-:25])[cH:20][cH:21][cH:22]3)[CH2:27][c:28]3[c:29]([F:35])[cH:30][c:31]([F:34])[cH:32][cH:33]3)[cH:13][cH:14]2)[cH:6][cH:7]1. The reactants are O (Water), C(CC#CCC)O (3-hexyn-1-ol), [H-].[Na+] (sodium hydride), ClC=1C(=NON1)C=1C=NC=CC1 (3-(4-chloro-1,2,5-oxadiazol-3-yl)pyridine). The solvent is O1CCCC1 (tetrahydrofuran), O1CCCC1 (tetrahydrofuran). Run at time 2 hour. Yields the product C(CC#CCC)OC=1C(=NON1)C=1C=NC=CC1 (3-(4-(3-hexynyloxy)-1,2,5-oxadiazol-3-yl)pyridine). Reaction SMILES: [CH2:1]([OH:7])[CH2:2][C:3]#[C:4][CH2:5][CH3:6].[H-].[Na+].Cl[C:11]1[C:12]([C:16]2[CH:17]=[N:18][CH:19]=[CH:20][CH:21]=2)=[N:13][O:14][N:15]=1.O>O1CCCC1>[CH2:1]([O:7][C:11]1[C:12]([C:16]2[CH:17]=[N:18][CH:19]=[CH:20][CH:21]=2)=[N:13][O:14][N:15]=1)[CH2:2][C:3]#[C:4][CH2:5][CH3:6] |f:1.2|. Reported procedure: To a solution of 3-hexyn-1-ol (g80 mg, 10 mmol) and sodium hydride (240 mg, 10 mmol) in dry tetrahydrofuran was added a solution of 3-(4-chloro-1,2,5-oxadiazol-3-yl)pyridine (450 mg, 2.5 mmol) in dry tetrahydrofuran. The reaction mixture was stirred at room temperature for 2 h. Water was added and the mixture was extracted with ether. The ether phase was dried and evaporated to give the title compound. Run at time 1 hour. Run in O1CCOCC1 (dioxane), O1CCOCC1 (dioxane). As a reaction SMILES: [C:1]1([CH2:7][C:8]([NH:10][C:11]([NH:13][C:14]2[CH:19]=[CH:18][C:17]([O:20][C:21]3[N:29]=[CH:28][N:27]=[C:26]4[C:22]=3[N:23]=[CH:24][N:25]4C3CCCCO3)=[CH:16][CH:15]=2)=[S:12])=[O:9])[CH:6]=[CH:5][CH:4]=[CH:3][CH:2]=1.Cl.CCOCC>O1CCOCC1>[C:1]1([CH2:7][C:8]([NH:10][C:11]([NH:13][C:14]2[CH:15]=[CH:16][C:17]([O:20][C:21]3[N:29]=[CH:28][N:27]=[C:26]4[C:22]=3[N:23]=[CH:24][NH:25]4)=[CH:18][CH:19]=2)=[S:12])=[O:9])[CH:6]=[CH:5][CH:4]=[CH:3][CH:2]=1. Reported procedure: To 2-phenyl-N-{[(4-{[9-(tetrahydro-2H-pyran-2-yl)-9H-purin-6-yl]oxy}phenyl)-amino]carbonothioyl}acetamide (190 mg, 0.38 mmol) in 30 mL of dioxane was added 3 mL of 4N HCl in dioxane and let to stir for 1 h. On concentration of the reaction mixture and trituration with ether yielded 2-phenyl-N-({[4-(9H-purin-6-yloxy)phenyl]amino}carbonothioyl)acetamide (102 mg, 65% yield) as a colorless solid. 1H NMR (400 MHz, DMSO d6): δ 12.40 (s, 1H), 11.80 (s, 1H), 8.6 (s, 1H), 8.4 (s, 1H), 7.70 (m, 2H), 7.35 ... Product: C1(=CC=CC=C1)CC(=O)NC(=S)NC1=CC=C(C=C1)OC1=C2N=CNC2=NC=N1 (2-phenyl-N-({[4-(9H-purin-6-yloxy)phenyl]amino}carbonothioyl)acetamide). The yield is 66.4%. The reactants are CCOCC (ether), C1(=CC=CC=C1)CC(=O)NC(=S)NC1=CC=C(C=C1)OC1=C2N=CN(C2=NC=N1)C1OCCCC1 (2-phenyl-N-{[(4-{[9-(tetrahydro-2H-pyran-2-yl)-9H-purin-6-yl]oxy}phenyl)-amino]carbonothioyl}acetamide), Cl (HCl). The reactants are C(C=C)ON(S(=O)(=O)C1=C(C=CC=C1)[N+](=O)[O-])[C@@H]1C=C([C@H](N(C1)C(=O)OC(C)(C)C)CO[Si](C)(C)C(C)(C)C)CCO[Si](C)(C)C(C)(C)C ((2S,5R)-tert-butyl 5-(N-(allyloxy)-2-nitrophenylsulfonamido)-3-(2-((tert-butyldimethylsilyl)oxy)ethyl)-2-(((tert-butyldimethylsilyl)oxy)methyl)-5,6-dihydropyridine-1(2H)-carboxylate), C(C=C)ON(S(=O)(=O)C1=C(C=CC=C1)[N+](=O)[O-])[C@@H]1C=C([C@H](N(C1)C(=O)OC(C)(C)C)CO[Si](C)(C)C(C)(C)C)CCO[Si](C)(C)C(C)(C)C ((2S,5R)-tert-butyl 5-(N-(allyloxy)-2-nitrophenylsulfonamido)-3-(2-((tert-butyldimethylsilyl)oxy)ethyl)-2-(((tert-butyldimethylsilyl)oxy)methyl)-5,6-dihydropyridine-1(2H)-carboxylate). The reagents and catalysts are [Br-].[Zn+2].[Br-] (zinc bromide), [Br-].[Zn+2].[Br-] (zinc bromide). The solvent is C(Cl)Cl (DCM), C(Cl)Cl (DCM), C([O-])(O)=O.[Na+] (sodium bicarbonate). Conditions: time 8 hour. Product: C(C=C)ON(S(=O)(=O)C1=C(C=CC=C1)[N+](=O)[O-])[C@H]1CN[C@@H](C(=C1)CCO[Si](C)(C)C(C)(C)C)CO[Si](C)(C)C(C)(C)C (N-(allyloxy)-N-((3R,6S)-5-(2-((tert-butyldimethylsilyl)oxy)ethyl)-6-(((tert-butyldimethylsilyl)oxy)methyl)-1,2,3,6-tetrahydropyridin-3-yl)-2-nitrobenzenesulfonamide). Yield: 100.0%. As a reaction SMILES: [CH2:1]([O:4][N:5]([C@H:18]1[CH2:23][N:22](C(OC(C)(C)C)=O)[C@H:21]([CH2:31][O:32][Si:33]([C:36]([CH3:39])([CH3:38])[CH3:37])([CH3:35])[CH3:34])[C:20]([CH2:40][CH2:41][O:42][Si:43]([C:46]([CH3:49])([CH3:48])[CH3:47])([CH3:45])[CH3:44])=[CH:19]1)[S:6]([C:9]1[CH:14]=[CH:13][CH:12]=[CH:11][C:10]=1[N+:15]([O-:17])=[O:16])(=[O:8])=[O:7])[CH:2]=[CH2:3]>C(Cl)Cl.C(=O)(O)[O-].[Na+].[Br-].[Zn+2].[Br-]>[CH2:1]([O:4][N:5]([C@@H:18]1[CH:19]=[C:20]([CH2:40][CH2:41][O:42][Si:43]([C:46]([CH3:49])([CH3:47])[CH3:48])([CH3:44])[CH3:45])[C@@H:21]([CH2:31][O:32][Si:33]([C:36]([CH3:39])([CH3:38])[CH3:37])([CH3:34])[CH3:35])[NH:22][CH2:23]1)[S:6]([C:9]1[CH:14]=[CH:13][CH:12]=[CH:11][C:10]=1[N+:15]([O-:17])=[O:16])(=[O:8])=[O:7])[CH:2]=[CH2:3] |f:2.3,4.5.6|. Procedure: To a solution of (2S,5R)-tert-butyl 5-(N-(allyloxy)-2-nitrophenylsulfonamido)-3-(2-((tert-butyldimethylsilyl)oxy)ethyl)-2-(((tert-butyldimethylsilyl)oxy)methyl)-5,6-dihydropyridine-1(2H)-carboxylate (Intermediate 282, 7.5 g, 10.11 mmol) in DCM (100 mL) at room temperature was added zinc bromide (6.83 g, 30.32 mmol). The reaction mixture was stirred overnight at room temperature. Another equivalent of zinc bromide was added and the reaction mixture was stirred for another 24 hours. The reaction m...